From a dataset of the Open Reaction Database (ORD), a public repository of structured organic reaction records. describe an organic reaction: reactants, conditions, products, and yield The reactants are CCOC(=O)CBr, CN(C)C=O, [H-], NC1C(=O)Nc2ccccc2SC1c1ccccc1, [Na+]. The product is CCOC(=O)CN1C(=O)C(N)C(c2ccccc2)Sc2ccccc21. Reaction SMILES: [Br:22][CH2:23][C:24](=[O:25])[O:26][CH2:27][CH3:28].[CH3:29][N:30]([CH3:31])[CH:32]=[O:33].[H-:20].[NH2:1][CH:2]1[CH:3]([c:14]2[cH:15][cH:16][cH:17][cH:18][cH:19]2)[S:4][c:5]2[c:6]([cH:10][cH:11][cH:12][cH:13]2)[NH:7][C:8]1=[O:9].[Na+:21]>>[NH2:1][CH:2]1[CH:3]([c:14]2[cH:15][cH:16][cH:17][cH:18][cH:19]2)[S:4][c:5]2[c:6]([cH:10][cH:11][cH:12][cH:13]2)[N:7]([CH2:23][C:24](=[O:25])[O:26][CH2:27][CH3:28])[C:8]1=[O:9]. Reactants: COC1=CC=C(C=C1)N1CCN(CC1)NC(=O)NN (N-[4-(4-methoxyphenyl)-1-piperazinyl]-hydrazinecarboxamide), C(C)(=O)O.C(N)=N (methanimidamide acetate). Solvent: O (Water). Product: COC1=CC=C(C=C1)N1CCN(CC1)N1C(NN=C1)=O (2,4-dihydro-4-[4-(4-methoxyphenyl)-1-piperazinyl]-3H-1,2,4-triazol-3-one). Yield: 68.0%. RXN SMILES: [CH3:1][O:2][C:3]1[CH:8]=[CH:7][C:6]([N:9]2[CH2:14][CH2:13][N:12]([NH:15][C:16]([NH:18][NH2:19])=[O:17])[CH2:11][CH2:10]2)=[CH:5][CH:4]=1.[C:20](O)(=O)C.C(=N)N>O>[CH3:1][O:2][C:3]1[CH:8]=[CH:7][C:6]([N:9]2[CH2:14][CH2:13][N:12]([N:15]3[CH:20]=[N:19][NH:18][C:16]3=[O:17])[CH2:11][CH2:10]2)=[CH:5][CH:4]=1 |f:1.2|. Procedure details: 6.5 Parts of N-[4-(4-methoxyphenyl)-1-piperazinyl]-hydrazinecarboxamide and 6.5 parts of methanimidamide acetate (1:1) are melted together for 1 hour at 140° C. Water is added to the melt. The solid product is filtered off and crystallized from 1-butanol, yielding 4.5 parts (68%) of 2,4-dihydro-4-[4-(4-methoxyphenyl)-1-piperazinyl]-3H-1,2,4-triazol-3-one. Starting materials: C(C(C)C)N([C@@H](CCCCN)C(=O)O)S(=O)(=O)C1=CC=C(C=C1)C (Nα-isobutyl-Nα-(4-methylbenzenesulfonyl)-L-lysine), C(C)(C)(C)OC(=O)N[C@@H]([C@H](OCC1=CC=CC=C1)C)C(=O)O (Nα-tert-butoxycarbonyl-O-benzyl-L-threonine). Product: CC1=CC=C(C=C1)S(=O)(=O)N(CC(C)C)[C@@H](CCCCNC(=O)[C@H]([C@@H](C)OCC2=CC=CC=C2)NC(=O)OC(C)(C)C)C(=O)O (Nα-isobutyl-Nα-(4-methylbenzenesulfonyl)-Nε-(N′α-tert-butoxycarbonyl-O-benzyl-L-threonyl)-L-lysine), desired material. Isolated yield 98.0%. As a reaction SMILES: [CH2:1]([N:5]([S:15]([C:18]1[CH:23]=[CH:22][C:21]([CH3:24])=[CH:20][CH:19]=1)(=[O:17])=[O:16])[C@H:6]([C:12]([OH:14])=[O:13])[CH2:7][CH2:8][CH2:9][CH2:10][NH2:11])[CH:2]([CH3:4])[CH3:3].[C:25]([O:29][C:30]([NH:32][C@H:33]([C:44](O)=[O:45])[C@@H:34]([CH3:43])[O:35][CH2:36][C:37]1[CH:42]=[CH:41][CH:40]=[CH:39][CH:38]=1)=[O:31])([CH3:28])([CH3:27])[CH3:26]>>[CH3:24][C:21]1[CH:22]=[CH:23][C:18]([S:15]([N:5]([C@H:6]([C:12]([OH:14])=[O:13])[CH2:7][CH2:8][CH2:9][CH2:10][NH:11][C:44]([C@@H:33]([NH:32][C:30]([O:29][C:25]([CH3:26])([CH3:28])[CH3:27])=[O:31])[C@H:34]([O:35][CH2:36][C:37]2[CH:42]=[CH:41][CH:40]=[CH:39][CH:38]=2)[CH3:43])=[O:45])[CH2:1][CH:2]([CH3:3])[CH3:4])(=[O:17])=[O:16])=[CH:19][CH:20]=1. Procedure: The title compound was prepared from Nα-isobutyl-Nα-(4-methylbenzenesulfonyl)-L-lysine (100 mg, 0.29 mmol, example 1, step E) as described in general procedure Bc using commercially available Nα-tert-butoxycarbonyl-O-benzyl-L-threonine (93 mg, 0.3 mmol). The final product was triturated with ether to yield 195 mg (98%) of the desired material. The reactants are C(C)(C)(C)OC([C@H](CNC(=O)C=1SC(=CC1)CCC(NC=1NCCCN1)=O)NS(=O)(=O)C1=CC=C(C=C1)C(F)(F)F)=O ((2S)-3-((5-(2-(1,4,5,6-Tetrahydropyrimidin-2-ylcarbamoyl)-ethyl)-thiophene-2-carbonyl)-amino)-2-(4-trifluoromethylphenyl-sulfonylamino)-propionic Acid tert-Butyl Ester), FC(C(=O)O)(F)F (Trifluoroacetic acid). Run in ClCCl (dichloromethane). Conditions: time 3 hour. Product: N1C(=NCCC1)NC(=O)CCC1=CC=C(S1)C(=O)NC[C@@H](C(=O)O)NS(=O)(=O)C1=CC=C(C=C1)C(F)(F)F ((2S)-3-((5-(2-(1,4,5,6-Tetrahydropyrimidin-2-ylcarbamoyl)-ethyl)-thiophene-2-carbonyl)-amino)-2-(4-trifluoromethylphenyl-sulfonylamino)-propionic Acid). Isolated yield 868.7%. RXN SMILES: C([O:5][C:6](=[O:42])[C@@H:7]([NH:28][S:29]([C:32]1[CH:37]=[CH:36][C:35]([C:38]([F:41])([F:40])[F:39])=[CH:34][CH:33]=1)(=[O:31])=[O:30])[CH2:8][NH:9][C:10]([C:12]1[S:13][C:14]([CH2:17][CH2:18][C:19](=[O:27])[NH:20][C:21]2[NH:22][CH2:23][CH2:24][CH2:25][N:26]=2)=[CH:15][CH:16]=1)=[O:11])(C)(C)C.FC(F)(F)C(O)=O>ClCCl>[NH:22]1[CH2:23][CH2:24][CH2:25][N:26]=[C:21]1[NH:20][C:19]([CH2:18][CH2:17][C:14]1[S:13][C:12]([C:10]([NH:9][CH2:8][C@H:7]([NH:28][S:29]([C:32]2[CH:33]=[CH:34][C:35]([C:38]([F:40])([F:41])[F:39])=[CH:36][CH:37]=2)(=[O:30])=[O:31])[C:6]([OH:42])=[O:5])=[O:11])=[CH:16][CH:15]=1)=[O:27]. Reported procedure: 0.096 g (0.15 mmol) of the compound obtained in step b) were dissolved in dichloromethane (1 ml). Trifluoroacetic acid (1 ml) was added and the reaction mixture was stirred for 3 h at room temperature. After evaporation of the solvents lyophilization gave the title compound (0.75 g, 86%) as a white amorphous solid. Starting materials: [H-].[Na+] (sodium hydride), C1CCOC1 (THF), CC1=CC=C(C=C1)S(=O)(=O)OCCN1C(=CC(=C1)I)CO (2-(2-(hydroxymethyl)-4-iodo-1H-pyrrol-1-yl)ethyl 4-methylbenzenesulfonate), C1CCOC1 (THF). Solvent: O (water). Run at time 30 hour. Product: IC=1C=C2COCCN2C1 (7-Iodo-3,4-dihydro-1H-pyrrolo[2,1-c][1,4]oxazine). RXN SMILES: [H-].[Na+].C1COCC1.CC1C=CC(S(O[CH2:19][CH2:20][N:21]2[CH:25]=[C:24]([I:26])[CH:23]=[C:22]2[CH2:27][OH:28])(=O)=O)=CC=1>O>[I:26][C:24]1[CH:23]=[C:22]2[N:21]([CH:25]=1)[CH2:20][CH2:19][O:28][CH2:27]2 |f:0.1|. Procedure: To a stirred mixture of sodium hydride (0.261 g, 6.53 mmol) and THF (10 mL) was slowly added a solution of 2-(2-(hydroxymethyl)-4-iodo-1H-pyrrol-1-yl)ethyl 4-methylbenzenesulfonate (2.75 g, 6.53 mmol) and THF (25 mL). The reaction mixture was stirred at room temperature for 30 hours, then diluted with water (20 mL) and extracted with EtOAc (2×60 mL). The organic phase was dried over sodium sulfate, evaporated, and purified using silica gel column (80 g) chromatography, eluting with a gradient of...